The task is: describe an organic reaction: reactants, conditions, products, and yield. This data is from the Open Reaction Database (ORD), a public repository of structured organic reaction records. The reactants are C(CCC)OCCOC1=CC=C(C=C1)C=1C=CC2=C(C=C(CCN2C(C(F)(F)F)=O)C(=O)NC2=CC=C(C=C2)CS(=O)(=O)C2=NC=CC=C2)C1 (7-[4-(2-butoxyethoxy)phenyl]-N-[4-[(2-pyridinylsulfonyl)methyl]phenyl]-1-(trifluoroacetyl)-2,3-dihydro-1-benzazepine-4-carboxamide), [BH4-].[Na+] (sodium borohydride), [BH4-].[Na+] (Sodium borohydride). Solvent: C(C)O (ethanol). Reaction conditions: time 3 hour. Yields the product C(CCC)OCCOC1=CC=C(C=C1)C=1C=CC2=C(C=C(CCN2)C(=O)NC2=CC=C(C=C2)CS(=O)(=O)C2=NC=CC=C2)C1 (7-[4-(2-butoxyethoxy)phenyl]-N-[4-[(2-pyridinylsulfonyl)methyl]phenyl]-2,3-dihydro-1-benzazepine-4-carboxamide). The yield is 54.3%. As a reaction SMILES: [CH2:1]([O:5][CH2:6][CH2:7][O:8][C:9]1[CH:14]=[CH:13][C:12]([C:15]2[CH:16]=[CH:17][C:18]3[N:24](C(=O)C(F)(F)F)[CH2:23][CH2:22][C:21]([C:31]([NH:33][C:34]4[CH:39]=[CH:38][C:37]([CH2:40][S:41]([C:44]5[CH:49]=[CH:48][CH:47]=[CH:46][N:45]=5)(=[O:43])=[O:42])=[CH:36][CH:35]=4)=[O:32])=[CH:20][C:19]=3[CH:50]=2)=[CH:11][CH:10]=1)[CH2:2][CH2:3][CH3:4].[BH4-].[Na+]>C(O)C>[CH2:1]([O:5][CH2:6][CH2:7][O:8][C:9]1[CH:10]=[CH:11][C:12]([C:15]2[CH:16]=[CH:17][C:18]3[NH:24][CH2:23][CH2:22][C:21]([C:31]([NH:33][C:34]4[CH:35]=[CH:36][C:37]([CH2:40][S:41]([C:44]5[CH:49]=[CH:48][CH:47]=[CH:46][N:45]=5)(=[O:43])=[O:42])=[CH:38][CH:39]=4)=[O:32])=[CH:20][C:19]=3[CH:50]=2)=[CH:13][CH:14]=1)[CH2:2][CH2:3][CH3:4] |f:1.2|. Procedure details: In ethanol (4.9 ml) was dissolved 7-[4-(2-butoxyethoxy)phenyl]-N-[4-[(2-pyridinylsulfonyl)methyl]phenyl]-1-(trifluoroacetyl)-2,3-dihydro-1-benzazepine-4-carboxamide (49 mg), and sodium borohydride (13 mg) was added to the mixture, and the mixture was stirred at room temperature for 3 hours. Sodium borohydride (13 mg) was further added to the mixture, and the mixture was stirred at room temperature for 3 hours. The solvent was removed under reduced pressure and the obtained residue was added to w... Starting materials: C(C)(=O)O[C@@H]1CC2=C[C@H]([C@H]3[C@@H]4CC[C@H](C(C)C5OCC(CO5)(C)C)[C@]4(CC[C@@H]3[C@]2([C@@H]2[C@H]1O2)C)C)OC(=O)OC (20-(5,5-dimethyl-1,3-dioxan-2-yl)-1α,2α-epoxy-7α-methoxycarbonyloxypregn-5-en-3β-yl acetate), C(C)(=O)O[C@@H]1CC2=C[C@H]([C@H]3[C@@H]4CC[C@H](C(C)C5OCC(CO5)(C)C)[C@]4(CC[C@@H]3[C@]2([C@@H]2[C@H]1O2)C)C)O (20-(5,5-dimethyl-1,3-dioxan-2-yl)-1α,2α-epoxy-7α-hydroxypregna-5-en-3β-yl acetate). Yields the product C(C)(=O)O[C@@H]1CC2=C[C@H]([C@H]3[C@@H]4CC[C@H](C(C)C=O)[C@]4(CC[C@@H]3[C@]2([C@@H]2[C@H]1O2)C)C)OC(=O)OC (3β-acetoxy-1α,2α-epoxy-7α-methoxycarbonyloxypregn-5-ene-20-carbaldehyde). Yield: 73.8%. As a reaction SMILES: [C:1]([O:4][C@H:5]1[C@@H:31]2[O:32][C@@H:30]2[C@@:29]2([CH3:33])[C:7](=[CH:8][C@@H:9]([O:35][C:36]([O:38][CH3:39])=[O:37])[C@@H:10]3[C@@H:28]2[CH2:27][CH2:26][C@@:25]2([CH3:34])[C@H:11]3[CH2:12][CH2:13][C@@H:14]2[CH:15]([CH:17]2OCC(C)(C)C[O:18]2)[CH3:16])[CH2:6]1)(=[O:3])[CH3:2].C(O[C@H]1[C@@H]2O[C@@H]2[C@@]2(C)C(=C[C@@H](O)[C@@H]3[C@@H]2CC[C@@]2(C)[C@H]3CC[C@@H]2C(C2OCC(C)(C)CO2)C)C1)(=O)C>>[C:1]([O:4][C@H:5]1[C@@H:31]2[O:32][C@@H:30]2[C@@:29]2([CH3:33])[C:7](=[CH:8][C@@H:9]([O:35][C:36]([O:38][CH3:39])=[O:37])[C@@H:10]3[C@@H:28]2[CH2:27][CH2:26][C@@:25]2([CH3:34])[C@H:11]3[CH2:12][CH2:13][C@@H:14]2[CH:15]([CH:17]=[O:18])[CH3:16])[CH2:6]1)(=[O:3])[CH3:2]. Procedure: The procedure of Example 41 was repeated except that 5.5 mg (0.01 mmole) of 20-(5,5-dimethyl-1,3-dioxan-2-yl)-1α,2α-epoxy-7α-methoxycarbonyloxypregn-5-en-3β-yl acetate was used in lieu of 4.9 mg of 20-(5,5-dimethyl-1,3-dioxan-2-yl)-1α,2α-epoxy-7α-hydroxypregna-5-en-3β-yl acetate to give 3.4 mg of 3β-acetoxy-1α,2α-epoxy-7α-methoxycarbonyloxypregn-5-ene-20-carbaldehyde (yield: 74%).